This data is from the Open Reaction Database (ORD), a public repository of structured organic reaction records. The task is: describe an organic reaction: reactants, conditions, products, and yield Reaction SMILES: [CH3:1][O:2][C:3]([CH2:4][c:5]1[cH:6][c:7](-[c:13]2[c:14]([CH2:23][NH:24][CH:25]3[CH2:26][CH2:27][c:28]4[cH:29][cH:30][cH:31][cH:32][c:33]43)[cH:15][c:16]([C:19]([F:20])([F:21])[F:22])[cH:17][cH:18]2)[c:8]([O:11][CH3:12])[cH:9][cH:10]1)=[O:34].[CH3:35][C:36]([Cl:37])=[O:38]>>[CH3:1][O:2][C:3]([CH2:4][c:5]1[cH:6][c:7](-[c:13]2[c:14]([CH2:23][N:24]([CH:25]3[CH2:26][CH2:27][c:28]4[cH:29][cH:30][cH:31][cH:32][c:33]43)[C:36]([CH3:35])=[O:38])[cH:15][c:16]([C:19]([F:20])([F:21])[F:22])[cH:17][cH:18]2)[c:8]([O:11][CH3:12])[cH:9][cH:10]1)=[O:34]. The product is COC(=O)Cc1ccc(OC)c(-c2ccc(C(F)(F)F)cc2CN(C(C)=O)C2CCc3ccccc32)c1. Reactants: COC(=O)Cc1ccc(OC)c(-c2ccc(C(F)(F)F)cc2CNC2CCc3ccccc32)c1, CC(=O)Cl.